The task is: describe an organic reaction: reactants, conditions, products, and yield. This data is from the Open Reaction Database (ORD), a public repository of structured organic reaction records. Reactants: C1(=CC=CC=C1)S(=O)(=O)C1=CC2=C(N(CCO2)C2CN(CC2)CC2=CC=CC=C2)C=C1 (7-Benzenesulfonyl-4-(1-benzyl-pyrrolidin-3-yl)-3,4-dihydro-2H-benzo[1,4]oxazine). Reagents/catalysts: C(C)(=O)O (acetic acid), [Pd] (palladium on charcoal). Run in C(C)O (ethanol). Reaction conditions: time 24 hour. Yields the product C1(=CC=CC=C1)S(=O)(=O)C1=CC2=C(N(CCO2)C2CNCC2)C=C1 (7-benzenesulfonyl-4-pyrrolidin-3-yl-3,4-dihydro-2H-benzo[1,4]oxazine). Yield: 44.7%. RXN SMILES: [C:1]1([S:7]([C:10]2[CH:31]=[CH:30][C:13]3[N:14]([CH:18]4[CH2:22][CH2:21][N:20](CC5C=CC=CC=5)[CH2:19]4)[CH2:15][CH2:16][O:17][C:12]=3[CH:11]=2)(=[O:9])=[O:8])[CH:6]=[CH:5][CH:4]=[CH:3][CH:2]=1>C(O)C.[Pd].C(O)(=O)C>[C:1]1([S:7]([C:10]2[CH:31]=[CH:30][C:13]3[N:14]([CH:18]4[CH2:22][CH2:21][NH:20][CH2:19]4)[CH2:15][CH2:16][O:17][C:12]=3[CH:11]=2)(=[O:9])=[O:8])[CH:6]=[CH:5][CH:4]=[CH:3][CH:2]=1. Reported procedure: 7-Benzenesulfonyl-4-(1-benzyl-pyrrolidin-3-yl)-3,4-dihydro-2H-benzo[1,4]oxazine (0.127 g, 0.292 mmol) was dissolved in 15 mL ethanol and this solution was added to a flask containing 35 mg of 5% palladium on charcoal, followed by 3 drops of glacial acetic acid. The system was purged with hydrogen gas and stirring was continued for 24 hours under 1 atm. of hydrogen gas. The reaction mixture was filtered through celite, the filtrate concentrated in vacuo, and the resulting solid purified by flash ... Yields the product COC(=O)C(Cc1ccc(OCCn2c(=O)sc3ccccc32)cc1)C(=O)O. Reactants: CO, [K+], COC(=O)C(Cc1ccc(OCCn2c(=O)sc3ccccc32)cc1)C(=O)OC, [OH-]. RXN SMILES: [CH3:32][OH:33].[K+:31].[O:1]=[c:2]1[s:3][c:4]2[c:5]([n:6]1[CH2:7][CH2:8][O:9][c:10]1[cH:11][cH:12][c:13]([CH2:14][CH:15]([C:16](=[O:17])[O:18][CH3:19])[C:20](=[O:21])[O:22][CH3:23])[cH:24][cH:25]1)[cH:26][cH:27][cH:28][cH:29]2.[OH-:30]>>[O:1]=[c:2]1[s:3][c:4]2[c:5]([n:6]1[CH2:7][CH2:8][O:9][c:10]1[cH:11][cH:12][c:13]([CH2:14][CH:15]([C:16](=[O:17])[O:18][CH3:19])[C:20](=[O:21])[OH:22])[cH:24][cH:25]1)[cH:26][cH:27][cH:28][cH:29]2. Reactants: COC(=O)c1cccc(C=C2C=C(c3cccc(O)c3)C(CN(C)C)CC2)c1, C[Si](C)(C)Cl, CC(C)=O, Cl, O. Product: COC(=O)c1cccc(C=C2C=C(c3cccc(O)c3)C(CN(C)C)CC2)c1, Cl. RXN SMILES: [CH3:2][O:3][C:4]([c:5]1[cH:6][c:7]([CH:11]=[C:12]2[CH:13]=[C:14]([c:22]3[cH:23][c:24]([OH:28])[cH:25][cH:26][cH:27]3)[CH:15]([CH2:18][N:19]([CH3:20])[CH3:21])[CH2:16][CH2:17]2)[cH:8][cH:9][cH:10]1)=[O:29].[CH3:30][Si:31]([Cl:32])([CH3:33])[CH3:34].[CH3:36][C:37](=[O:38])[CH3:39].[ClH:1].[OH2:35]>>[CH3:2][O:3][C:4]([c:5]1[cH:6][c:7]([CH:11]=[C:12]2[CH:13]=[C:14]([c:22]3[cH:23][c:24]([OH:28])[cH:25][cH:26][cH:27]3)[CH:15]([CH2:18][N:19]([CH3:20])[CH3:21])[CH2:16][CH2:17]2)[cH:8][cH:9][cH:10]1)=[O:29].[ClH:32]. Run at time 1 hour. Reactants: BrC1=CC(=C(C(=O)OC)C=C1)C#N (methyl 4-bromo-2-cyanobenzoate), O.[OH-].[Li+] (lithium hydroxide monohydrate), Cl (hydrochloric acid), C(OC)COC (dimethoxyethane), C(OC)COC (dimethoxyethane). Solvent: O (water). Isolated yield 93.5%. Procedure details: To methyl 4-bromo-2-cyanobenzoate (4.76 g) described in Preparation Example 191 was added dimethoxyethane (78 mL), a solution obtained by dissolving lithium hydroxide monohydrate (1.25 g) in water (30 mL) under ice-cooling was added dropwise, and the mixture was stirred for 1 hr. Under ice-cooling, the mixture was neutralized with 1N hydrochloric acid and dimethoxyethane was evaporated. Water was added and the mixture was stirred under ice-cooling. The precipitated crystals were collected by fil... The product is BrC1=CC(=C(C(=O)O)C=C1)C#N (4-bromo-2-cyano-benzoic acid). RXN SMILES: [Br:1][C:2]1[CH:11]=[CH:10][C:5]([C:6]([O:8]C)=[O:7])=[C:4]([C:12]#[N:13])[CH:3]=1.C(COC)OC.O.[OH-].[Li+].Cl>O>[Br:1][C:2]1[CH:11]=[CH:10][C:5]([C:6]([OH:8])=[O:7])=[C:4]([C:12]#[N:13])[CH:3]=1 |f:2.3.4|. Reactants: IC=1C=C(C=C(C(=O)O)C1)C(=O)O (5-iodo-isophthalic acid), [OH-].[Na+] (NaOH), CC(=O)C (acetone), O (water). Solvent: CO (methanol). Reaction conditions: time 8 hour. Product: COC(C1=CC(C(=O)O)=CC(=C1)I)=O (5-Iodo-isophthalic acid monomethyl ester). Isolated yield 77.0%. Reaction SMILES: [I:1][C:2]1[CH:3]=[C:4]([C:11]([OH:13])=[O:12])[CH:5]=[C:6]([CH:10]=1)[C:7]([OH:9])=[O:8].[OH-].[Na+].[CH3:16]C(C)=O.O>CO>[CH3:16][O:12][C:11](=[O:13])[C:4]1[CH:3]=[C:2]([I:1])[CH:10]=[C:6]([C:7]([OH:9])=[O:8])[CH:5]=1 |f:1.2|. Procedure details: Dissolve 5-iodo-isophthalic acid (5 g, 15.6 mmol), NaOH (600 mg, 14.8 mmol) in a mixture of methanol (100 mL), acetone (20 mL) and water (2 mL). Stir at room temperature overnight. Concentrate and redissolve the residue in diethyl ether (100 mL) and water (100 mL). Separate the aqueous layer and wash with diethyl ether (50 mL). Acidify the washed solution with 5 N HCl to about pH=1. Stir for 30 min at room temperature and filter off solid. Wash the solid with water and dry to give the title comp...